From a dataset of the Open Reaction Database (ORD), a public repository of structured organic reaction records. describe an organic reaction: reactants, conditions, products, and yield The reactants are N1CCC(CC1)=O (4-piperidone), ClCCC1=CC=CC=C1 ((2-chloroethyl)benzene). Yields the product C1(=CC=CC=C1)CCN1CCC(CC1)=O (1-(2-phenylethyl)-4-piperidone). Reaction SMILES: [NH:1]1[CH2:6][CH2:5][C:4](=[O:7])[CH2:3][CH2:2]1.Cl[CH2:9][CH2:10][C:11]1[CH:16]=[CH:15][CH:14]=[CH:13][CH:12]=1>>[C:11]1([CH2:10][CH2:9][N:1]2[CH2:6][CH2:5][C:4](=[O:7])[CH2:3][CH2:2]2)[CH:16]=[CH:15][CH:14]=[CH:13][CH:12]=1. Reported procedure: 1-(2-phenylethyl)-4-piperidone is prepared from 4-piperidone and (2-chloroethyl)benzene essentially as described above in Example 38, Scheme C, step a. The reactants are FC=1C=C(C=CC1O)C=1OC2=C(N1)C=CC(=C2)OC[C@H](C)NC(C)=O (N-((2S)-1-((2-(3-fluoro-4-hydroxyphenyl)-1,3-benzoxazol-6-yl)oxy)propan-2-yl)acetamide), CI (methyl iodide). Product: FC=1C=C(C=CC1OC)C=1OC2=C(N1)C=CC(=C2)OC[C@H](C)NC(C)=O (N-((2S)-1-((2-(3-fluoro-4-methoxyphenyl)-1,3-benzoxazol-6-yl)oxy)propan-2-yl)acetamide). Reaction SMILES: [F:1][C:2]1[CH:3]=[C:4]([C:9]2[O:10][C:11]3[CH:17]=[C:16]([O:18][CH2:19][C@@H:20]([NH:22][C:23](=[O:25])[CH3:24])[CH3:21])[CH:15]=[CH:14][C:12]=3[N:13]=2)[CH:5]=[CH:6][C:7]=1[OH:8].[CH3:26]I>>[F:1][C:2]1[CH:3]=[C:4]([C:9]2[O:10][C:11]3[CH:17]=[C:16]([O:18][CH2:19][C@@H:20]([NH:22][C:23](=[O:25])[CH3:24])[CH3:21])[CH:15]=[CH:14][C:12]=3[N:13]=2)[CH:5]=[CH:6][C:7]=1[O:8][CH3:26]. Reported procedure: Using N-((2S)-1-((2-(3-fluoro-4-hydroxyphenyl)-1,3-benzoxazol-6-yl)oxy)propan-2-yl)acetamide and methyl iodide, and in the same manner as in Example 5, the title compound was obtained. The reactants are CCOC(=O)CNCc1cccc2cc(NS(=O)(=O)c3ccccc3)ccc12, CN, CO. Product: CNC(=O)CNCc1cccc2cc(NS(=O)(=O)c3ccccc3)ccc12. Reaction SMILES: [CH2:1]([O:2][C:4]([CH2:5][NH:6][CH2:7][c:8]1[cH:9][cH:10][cH:11][c:12]2[cH:13][c:14]([NH:18][S:19](=[O:20])(=[O:21])[c:22]3[cH:23][cH:24][cH:25][cH:26][cH:27]3)[cH:15][cH:16][c:17]12)=[O:28])[CH3:3].[CH3:29][NH2:30].[CH3:31][OH:32]>>[C:4]([CH2:5][NH:6][CH2:7][c:8]1[cH:9][cH:10][cH:11][c:12]2[cH:13][c:14]([NH:18][S:19](=[O:20])(=[O:21])[c:22]3[cH:23][cH:24][cH:25][cH:26][cH:27]3)[cH:15][cH:16][c:17]12)(=[O:28])[NH:30][CH3:29]. Starting materials: C(C)OP(OCC)(=O)C=CC1OC(C2OC(OC21)(C)C)N2C=1N=C(NC(C1N=C2)=O)NC(C(C)C)=O ({2-[6-(2-Isobutyrylamino-6-oxo-1,6-dihydro-purin-9-yl)-2,2-dimethyl-tetrahydro-furo[3,4-d][1,3]dioxol-4-yl]-vinyl}-phosphonic acid diethyl ester). Run in C(=O)(C(F)(F)F)O (TFA), O (water). Yields the product C(C)OP(OCC)(=O)C=CC1OC(C(C1O)O)N1C=2N=C(NC(C2N=C1)=O)NC(C(C)C)=O ({2-[3,4-Dihydroxy-5-(2-isobutyrylamino-6-oxo-1,6-dihydro-purin-9-yl)-tetrahydro-furan-2-yl]-vinyl}-phosphonic acid diethyl ester). Yield: 86.5%. RXN SMILES: [CH2:1]([O:3][P:4]([CH:9]=[CH:10][CH:11]1[CH:18]2[CH:14]([O:15]C(C)(C)[O:17]2)[CH:13]([N:21]2[CH:29]=[N:28][C:27]3[C:26](=[O:30])[NH:25][C:24]([NH:31][C:32](=[O:36])[CH:33]([CH3:35])[CH3:34])=[N:23][C:22]2=3)[O:12]1)(=[O:8])[O:5][CH2:6][CH3:7])[CH3:2]>C(O)(C(F)(F)F)=O.O>[CH2:1]([O:3][P:4]([CH:9]=[CH:10][CH:11]1[CH:18]([OH:17])[CH:14]([OH:15])[CH:13]([N:21]2[CH:29]=[N:28][C:27]3[C:26](=[O:30])[NH:25][C:24]([NH:31][C:32](=[O:36])[CH:33]([CH3:34])[CH3:35])=[N:23][C:22]2=3)[O:12]1)(=[O:8])[O:5][CH2:6][CH3:7])[CH3:2]. Procedure details: Compound 18.3 (850 mg, 1.62 mmol) was dissolved in 9 mL TFA and 1 mL water mixture, stirred for 1.5 h. The mixture was concentrated under reduced pressure, and the residue was subjected to a silica gel column chromatography eluting with 10% MeOH in CH2Cl2 to give compound 18.4 (680 mg, 86.4% yield).